Dataset: the Open Reaction Database (ORD), a public repository of structured organic reaction records. Task: describe an organic reaction: reactants, conditions, products, and yield Reactants: CC(C)(C)[Si](O[C@@H]1C(NCC1)=O)(C)C ((S)-3-[[(1,1-dimethyl-ethyl)dimethylsilyl]oxy]-2-pyrrolidinone), [H-].[Na+] (sodium hydride), solution, C(C#C)Br (propargyl bromide). Solvent: ClCCl (dichloromethane), O1CCCC1 (tetrahydrofuran), C1(=CC=CC=C1)C (toluene). Run at temperature 0 celsius. Yields the product CC(C)(C)[Si](O[C@@H]1C(N(CC1)CC#C)=O)(C)C ((S)-3-[[(1,1-dimethylethyl)dimethylsilyl]oxy]-1-(2-propynyl)-2-pyrrolidinone). RXN SMILES: [CH3:1][C:2]([Si:5]([CH3:14])([CH3:13])[O:6][C@H:7]1[CH2:11][CH2:10][NH:9][C:8]1=[O:12])([CH3:4])[CH3:3].[H-].[Na+].[CH2:17](Br)[C:18]#[CH:19]>O1CCCC1.C1(C)C=CC=CC=1.ClCCl>[CH3:4][C:2]([Si:5]([CH3:14])([CH3:13])[O:6][C@H:7]1[CH2:11][CH2:10][N:9]([CH2:19][C:18]#[CH:17])[C:8]1=[O:12])([CH3:1])[CH3:3] |f:1.2|. Procedure: In one portion, 11.6 g of (S)-3-[[(1,1-dimethyl-ethyl)dimethylsilyl]oxy]-2-pyrrolidinone was added to a suspension of 2.35 g of 60% sodium hydride in mineral oil in 400 ml of tetrahydrofuran which was cooled to 0° C. The resulting solution was stirred at room temperature until solution was complete, then recooled to 0° C. An 80% solution of propargyl bromide in toluene (8.5 ml) was added and the resulting solution was stirred overnight. The solution was diluted with dichloromethane washed with w... Starting materials: CO, CCOC(=O)c1nc(C)n2c1CN=C(c1ccccc1Cl)c1cc(Cl)ccc1-2, [K+], [OH-], O. Product: Cc1nc(C(=O)O)c2n1-c1ccc(Cl)cc1C(c1ccccc1Cl)=NC2. As a reaction SMILES: [CH3:29][OH:30].[Cl:1][c:2]1[cH:3][cH:4][c:5]2[c:6]([cH:28]1)[C:7]([c:21]1[c:22]([Cl:27])[cH:23][cH:24][cH:25][cH:26]1)=[N:8][CH2:9][c:10]1[n:11]-2[c:12]([CH3:20])[n:13][c:14]1[C:15](=[O:16])[O:17][CH2:18][CH3:19].[K+:32].[OH-:31].[OH2:33]>>[Cl:1][c:2]1[cH:3][cH:4][c:5]2[c:6]([cH:28]1)[C:7]([c:21]1[c:22]([Cl:27])[cH:23][cH:24][cH:25][cH:26]1)=[N:8][CH2:9][c:10]1[n:11]-2[c:12]([CH3:20])[n:13][c:14]1[C:15](=[O:16])[OH:17]. Reactants: CC(=O)[O-], CC(=O)[O-], [K+], [OH-], O, O, O, O, [Pb+2], NC(=S)Nc1ccccc1-c1ccccc1. The product is N#CNc1ccccc1-c1ccccc1. Reaction SMILES: [C:23]([O-:24])(=[O:25])[CH3:26].[C:28]([O-:29])(=[O:30])[CH3:31].[K+:18].[OH-:17].[OH2:19].[OH2:20].[OH2:21].[OH2:22].[Pb+2:27].[c:1]1(-[c:11]2[cH:12][cH:13][cH:14][cH:15][cH:16]2)[c:2]([NH:7][C:8](=[S:9])[NH2:10])[cH:3][cH:4][cH:5][cH:6]1>>[c:1]1(-[c:11]2[cH:12][cH:13][cH:14][cH:15][cH:16]2)[c:2]([NH:7][C:8]#[N:10])[cH:3][cH:4][cH:5][cH:6]1. Product: C(CC(=O)C)(=O)OCCN1CCN(CC1)C1=NC=CC=C1 (2-[4-(2-pyridyl)-1-piperazinyl]ethyl acetoacetate). Reaction SMILES: [N:1]1[CH:6]=[CH:5][CH:4]=[CH:3][C:2]=1[N:7]1[CH2:12][CH2:11][N:10]([CH2:13][CH2:14][OH:15])[CH2:9][CH2:8]1.[CH2:16]=[C:17]1[O:21][C:19](=[O:20])[CH2:18]1>C1(C)C=CC=CC=1>[C:19]([O:15][CH2:14][CH2:13][N:10]1[CH2:9][CH2:8][N:7]([C:2]2[CH:3]=[CH:4][CH:5]=[CH:6][N:1]=2)[CH2:12][CH2:11]1)(=[O:20])[CH2:18][C:17]([CH3:16])=[O:21]. The solvent is C1(=CC=CC=C1)C (toluene). Procedure details: To a solution of 4-(2-pyridyl)-1-piperazineethanol (4.65 g) in toluene (3 ml) was added dropwise diketene (2.26 g) under stirring at 70°-80° C. The mixture was further stirred at room temperature for an hour and purified by silica gel chromatography [eluent: dichloromethanemethanol (95:5)] to give 2-[4-(2-pyridyl)-1-piperazinyl]ethyl acetoacetate as an oil (5.12 g, 78.3%). IR(Neat): 1740, 1715 cm-1. NMR(CDCl3)δ: 2.26(3H, s), 2.47-2.79(6H, m), 3.40-3.64(6H, m), 4.27(2H, t, J=6), 6.43-6.69(2H, m),... Isolated yield 78.3%. Starting materials: N1=C(C=CC=C1)N1CCN(CC1)CCO (4-(2-pyridyl)-1-piperazineethanol), C=C1CC(=O)O1 (diketene). The reactants are CCOC(C)=O, COC(=O)c1ccc2c(C3CCCCC3)c(-c3ccccc3CO)[nH]c2c1, CC(C)(C)[Si](C)(C)OS(=O)(=O)C(F)(F)F, Cc1cccc(C)n1. The product is COC(=O)c1ccc2c(C3CCCCC3)c(-c3ccccc3CO[Si](C)(C)C(C)(C)C)[nH]c2c1. Reaction SMILES: [CH3:51][CH2:52][O:53][C:54]([CH3:55])=[O:56].[CH:1]1([c:7]2[c:8](-[c:20]3[c:21]([CH2:26][OH:27])[cH:22][cH:23][cH:24][cH:25]3)[nH:9][c:10]3[cH:11][c:12]([C:16](=[O:17])[O:18][CH3:19])[cH:13][cH:14][c:15]23)[CH2:2][CH2:3][CH2:4][CH2:5][CH2:6]1.[F:36][C:37]([F:38])([F:39])[S:40]([O:41][Si:42]([CH3:43])([CH3:44])[C:45]([CH3:46])([CH3:47])[CH3:48])(=[O:49])=[O:50].[n:28]1[c:29]([CH3:30])[cH:31][cH:32][cH:33][c:34]1[CH3:35]>>[CH:1]1([c:7]2[c:8](-[c:20]3[c:21]([CH2:26][O:27][Si:42]([CH3:43])([CH3:44])[C:45]([CH3:46])([CH3:47])[CH3:48])[cH:22][cH:23][cH:24][cH:25]3)[nH:9][c:10]3[cH:11][c:12]([C:16](=[O:17])[O:18][CH3:19])[cH:13][cH:14][c:15]23)[CH2:2][CH2:3][CH2:4][CH2:5][CH2:6]1. The reactants are O=C([O-])[O-], CO, COC(C)OCc1ccc(C=O)cc1, [K+], [K+]. Product: C#Cc1ccc(COC(C)OC)cc1. As a reaction SMILES: [C:1](=[O:2])([O-:3])[O-:4].[CH3:21][OH:22].[CH3:7][O:8][CH:9]([CH3:10])[O:11][CH2:12][c:13]1[cH:14][cH:15][c:16]([CH:17]=[O:18])[cH:19][cH:20]1.[K+:5].[K+:6]>>[CH:1]#[C:17][c:16]1[cH:15][cH:14][c:13]([CH2:12][O:11][CH:9]([O:8][CH3:7])[CH3:10])[cH:20][cH:19]1.